From a dataset of the Open Reaction Database (ORD), a public repository of structured organic reaction records. describe an organic reaction: reactants, conditions, products, and yield Solvent: C(Cl)Cl (CH2Cl2). Procedure: To a slurry of 6-amino-5-methyl-4-(4-phenoxy-phenylamino)-pyrrolo[1,2-b]pyridazine-3-carbonitrile hydrochloride (Example 11B) (14 mg, 0.035 mmol) in CH2Cl2 (2 ml) was added N-methyl morpholine (12.3 μl, 0.113 mmol) followed by MsCl (4.5 μl, 0.057 mmol). The reaction mixture was stirred overnight, 10% citric acid (3 ml) was added. The resulting mixture was extracted with CHCl3 (10 ml), the organic layer was separated and dried with Na2SO4, concentrated to give the title compound (6.9 mg, 45%). It... The yield is 45.5%. Starting materials: Cl.NC=1C(=C2N(N=CC(=C2NC2=CC=C(C=C2)OC2=CC=CC=C2)C#N)C1)C (6-amino-5-methyl-4-(4-phenoxy-phenylamino)-pyrrolo[1,2-b]pyridazine-3-carbonitrile hydrochloride), CN1CCOCC1 (N-methyl morpholine), C(CC(O)(C(=O)O)CC(=O)O)(=O)O (citric acid), CS(=O)(=O)Cl (MsCl). Reaction SMILES: Cl.[NH2:2][C:3]1[C:4]([CH3:28])=[C:5]2[C:10]([NH:11][C:12]3[CH:17]=[CH:16][C:15]([O:18][C:19]4[CH:24]=[CH:23][CH:22]=[CH:21][CH:20]=4)=[CH:14][CH:13]=3)=[C:9]([C:25]#[N:26])[CH:8]=[N:7][N:6]2[CH:27]=1.CN1CCOCC1.[CH3:36][S:37](Cl)(=[O:39])=[O:38].C(O)(=O)CC(CC(O)=O)(C(O)=O)O>C(Cl)Cl>[C:25]([C:9]1[CH:8]=[N:7][N:6]2[CH:27]=[C:3]([NH:2][S:37]([CH3:36])(=[O:39])=[O:38])[C:4]([CH3:28])=[C:5]2[C:10]=1[NH:11][C:12]1[CH:13]=[CH:14][C:15]([O:18][C:19]2[CH:24]=[CH:23][CH:22]=[CH:21][CH:20]=2)=[CH:16][CH:17]=1)#[N:26] |f:0.1|. Product: C(#N)C1=C(C=2N(N=C1)C=C(C2C)NS(=O)(=O)C)NC2=CC=C(C=C2)OC2=CC=CC=C2 (N-[3-Cyano-5-methyl-4-(4-phenoxy-phenylamino)-pyrrolo[1,2-b]pyridazin-6-yl]-methanesulfonamide). Conditions: time 8 hour. The reactants are Cl (hydrochloric acid), FCCCCCCCCC(=O)OC (methyl 9-fluorononanoate), [OH-].[Li+] (lithium hydroxide). The solvent is O1CCOCC1 (1,4-dioxane), O (water). Yields the product FCCCCCCCCC(=O)O (9-fluorononanoic acid). Isolated yield 80.0%. Reaction SMILES: [F:1][CH2:2][CH2:3][CH2:4][CH2:5][CH2:6][CH2:7][CH2:8][CH2:9][C:10]([O:12]C)=[O:11].[OH-].[Li+].Cl>O1CCOCC1.O>[F:1][CH2:2][CH2:3][CH2:4][CH2:5][CH2:6][CH2:7][CH2:8][CH2:9][C:10]([OH:12])=[O:11] |f:1.2|. Procedure: A solution of methyl 9-fluorononanoate (17.1 g, 90 mmol) in 1,4-dioxane (45 mL) was treated drop-wise with a solution of lithium hydroxide (2.4 g, 100 mmol) in water (15 mL). The reaction mixture was stirred at ambient temperature until no starting material remained by thin layer chromatography. The reaction mixture was acidified to pH 1.0 with 2N hydrochloric acid and extracted with diethyl ether. The combined organic phase was washed with water, dried over anhydrous sodium sulfate, filtered, t...